From a dataset of the Open Reaction Database (ORD), a public repository of structured organic reaction records. describe an organic reaction: reactants, conditions, products, and yield Reactants: Cc1cc(-c2ccc(OC(F)(F)F)cc2)cc(-c2cccc(-c3cccc(S(=O)(=O)NC(C)(C)C)c3)n2)n1, O=C(O)C(F)(F)F. The product is Cc1cc(-c2ccc(OC(F)(F)F)cc2)cc(-c2cccc(-c3cccc(S(N)(=O)=O)c3)n2)n1. Reaction SMILES: [C:1]([CH3:2])([CH3:3])([CH3:4])[NH:5][S:6](=[O:7])(=[O:8])[c:9]1[cH:10][c:11](-[c:15]2[cH:16][cH:17][cH:18][c:19](-[c:21]3[n:22][c:23]([CH3:38])[cH:24][c:25](-[c:27]4[cH:28][cH:29][c:30]([O:33][C:34]([F:35])([F:36])[F:37])[cH:31][cH:32]4)[cH:26]3)[n:20]2)[cH:12][cH:13][cH:14]1.[F:39][C:40]([F:41])([F:42])[C:43]([OH:44])=[O:45]>>[NH2:5][S:6](=[O:7])(=[O:8])[c:9]1[cH:10][c:11](-[c:15]2[cH:16][cH:17][cH:18][c:19](-[c:21]3[n:22][c:23]([CH3:38])[cH:24][c:25](-[c:27]4[cH:28][cH:29][c:30]([O:33][C:34]([F:35])([F:36])[F:37])[cH:31][cH:32]4)[cH:26]3)[n:20]2)[cH:12][cH:13][cH:14]1. Starting materials: C(SC)(SC)=S (Dimethyl trithiocarbonate), S(=O)(=O)(OC)OC (dimethyl sulfate). Run at temperature 90 celsius, time 1 hour. Yields the product COS(=O)(=O)[O-].CSC(SC)=[S+]C ([bis(methylsulfanyl)methylene](methyl)sulfonium methyl sulfate). Yield: 192.9%. Reaction SMILES: [C:1](=[S:6])([S:4][CH3:5])[S:2][CH3:3].[S:7]([O:12]C)([O:10][CH3:11])(=[O:9])=[O:8]>>[CH3:11][O:10][S:7]([O-:12])(=[O:9])=[O:8].[CH3:3][S:2][C:1](=[S+:6][CH3:11])[S:4][CH3:5] |f:2.3|. Procedure: Dimethyl trithiocarbonate (2.76 g, 20 mmol) was treated with dimethyl sulfate (2.5 g, 20 mmol) and stirred at 90° C. for 1 h, and cooled to 25° C. The solid was broken up under ether, collected by filtration, and washed with ether to give the title compound (5.1 g, 91%). Yield: 1.6%. Starting materials: ClCC=1C(=CC=CC1)CC#N (α-chloro-α′-cyano-o-xylene), C1OC(CC2=CC=CC=C12)=O (3-isochromanone), C1OC(CC2=CC=CC=C12)=O (3-isochromanone). RXN SMILES: [CH2:1]1[C:10]2[C:5](=[CH:6][CH:7]=[CH:8][CH:9]=2)[CH2:4][C:3](=O)[O:2]1.ClCC1C(CC#[N:22])=CC=CC=1>>[OH:2][CH2:1][C:10]1[C:5]([CH2:4][C:3]#[N:22])=[CH:6][CH:7]=[CH:8][CH:9]=1. The product is OCC=1C(=CC=CC1)CC#N (α-hydroxy-α′-cyano-o-xylene), halogen. Reported procedure: After completion of the reaction, the concentration of 3-isochromanone was analyzed by GC analysis and then the yield of 3-isochromanone was calculated. As a result, the yield was found to be 95% based on α-chloro-α′-cyano-o-xylene. At this time, the conversion ratio of α-chloro-α′-cyano-o-xylene was 100% and the by-product compound (α-hydroxy-α′-cyano-o-xylene) where the halogen moiety was hydrolyzed was produced in a yield of 1.6%.